This data is from the Open Reaction Database (ORD), a public repository of structured organic reaction records. The task is: describe an organic reaction: reactants, conditions, products, and yield The reactants are COC(C1=C(C=C(C=C1)C1=NOC(C1)(C(F)(F)F)C1=CC(=CC(=C1)Cl)Cl)C)=O (4-[5-(3,5-dichlorophenyl)-5-trifluoromethyl-4,5-dihydroisoxazol-3-yl]-2-methylbenzoic acid methyl ester), Cl.NO (hydroxylamine hydrochloride), [OH-].[K+] (potassium hydroxide). Run in CO (methanol), CO (methanol), CO (methanol). Reaction conditions: temperature 40 celsius, time 1 hour. Product: ClC=1C=C(C=C(C1)Cl)C1(CC(=NO1)C1=CC(=C(C(=O)NO)C=C1)C)C(F)(F)F (4-[5-(3,5-dichlorophenyl)-5-trifluoromethyl-4,5-dihydroisoxazol-3-yl]-2-methylbenzhydroxamic acid). Isolated yield 100.8%. Reaction SMILES: Cl.[NH2:2][OH:3].[OH-].[K+].CO[C:8](=[O:33])[C:9]1[CH:14]=[CH:13][C:12]([C:15]2[CH2:19][C:18]([C:24]3[CH:29]=[C:28]([Cl:30])[CH:27]=[C:26]([Cl:31])[CH:25]=3)([C:20]([F:23])([F:22])[F:21])[O:17][N:16]=2)=[CH:11][C:10]=1[CH3:32]>CO>[Cl:30][C:28]1[CH:29]=[C:24]([C:18]2([C:20]([F:23])([F:21])[F:22])[O:17][N:16]=[C:15]([C:12]3[CH:13]=[CH:14][C:9]([C:8]([NH:2][OH:3])=[O:33])=[C:10]([CH3:32])[CH:11]=3)[CH2:19]2)[CH:25]=[C:26]([Cl:31])[CH:27]=1 |f:0.1,2.3|. Procedure details: In a solution of 0.30 g of hydroxylamine hydrochloride in 10 ml of methanol, a solution of 0.65 g of potassium hydroxide in 5 ml of methanol was added, then a solution of 1.00 g of 4-[5-(3,5-dichlorophenyl)-5-trifluoromethyl-4,5-dihydroisoxazol-3-yl]-2-methylbenzoic acid methyl ester synthesized similarly to Steps 1 to 4 of Synthetic Example 28 in 10 ml of methanol was added, and stirred at 40° C. for 1 hour. After the completion of the reaction, the solvent was distilled off under reduced press... The reactants are CC1=CCN(CC1)C(C(=O)O)C(C)C (2-(4-methyl-1,2,5,6-tetrahydro-1-pyridyl)-3-methylbutanoic acid), O(C1=CC=CC=C1)C1=CC=CC(=N1)CBr ((6-phenoxy-2-pyridyl)methyl bromide), C([O-])([O-])=O.[K+].[K+] (potassium carbonate). Run in CN(C=O)C (dimethylformamide), CCOCC (ether). Reaction conditions: time 20 hour. Product: CC1=CCN(CC1)C(C(=O)OCC1=NC(=CC=C1)OC1=CC=CC=C1)C(C)C ((6-phenoxy-2-pyridyl)methyl 2-(4-methyl-1,2,5,6-tetrahydro-1-pyridyl)-3-methylbutanoate). RXN SMILES: [CH3:1][C:2]1[CH2:7][CH2:6][N:5]([CH:8]([CH:12]([CH3:14])[CH3:13])[C:9]([OH:11])=[O:10])[CH2:4][CH:3]=1.[O:15]([C:22]1[N:27]=[C:26]([CH2:28]Br)[CH:25]=[CH:24][CH:23]=1)[C:16]1[CH:21]=[CH:20][CH:19]=[CH:18][CH:17]=1.C(=O)([O-])[O-].[K+].[K+]>CN(C)C=O.CCOCC>[CH3:1][C:2]1[CH2:7][CH2:6][N:5]([CH:8]([CH:12]([CH3:14])[CH3:13])[C:9]([O:11][CH2:28][C:26]2[CH:25]=[CH:24][CH:23]=[C:22]([O:15][C:16]3[CH:21]=[CH:20][CH:19]=[CH:18][CH:17]=3)[N:27]=2)=[O:10])[CH2:4][CH:3]=1 |f:2.3.4|. Procedure: The resulting 2-(4-methyl-1,2,5,6-tetrahydro-1-pyridyl)-3-methylbutanoic acid (7.0 mmol) is combined with (6-phenoxy-2-pyridyl)methyl bromide (7.0 mmol) and potassium carbonate (14.0 mmol) in 15 ml dimethylformamide, and the mixture is stirred at RT, under nitrogen, for 20 hours. The solution is brought up in ether, washed with water (3X) and brine, and dried over sodium sulfate to give (6-phenoxy-2-pyridyl)methyl 2-(4-methyl-1,2,5,6-tetrahydro-1-pyridyl)-3-methylbutanoate. The reactants are C(C=C)[Mg]Cl (allylmagnesium chloride), N#N (N2), C(C1=CC=CC=C1)OCC[C@@H]1CC[C@H](CC1)\C=N\[S@](=O)C(C)(C)C ((R,E)-N-((trans-4-(2-(benzyloxy)ethyl)cyclohexyl)methylene)-2-methylpropane-2-sulfinamide). Solvent: C(Cl)Cl (DCM). Reaction conditions: temperature 0 celsius, time 1 hour. Yields the product C(C1=CC=CC=C1)OCC[C@@H]1CC[C@H](CC1)C(CC=C)N[S@](=O)C(C)(C)C ((R)—N-(1-(trans-4-(2-(benzyloxy)ethyl)cyclohexyl)but-3-enyl)-2-methylpropane-2-sulfinamide). The yield is 100.0%. Reaction SMILES: [CH2:1]([O:8][CH2:9][CH2:10][C@H:11]1[CH2:16][CH2:15][C@H:14](/[CH:17]=[N:18]/[S@@:19]([C:21]([CH3:24])([CH3:23])[CH3:22])=[O:20])[CH2:13][CH2:12]1)[C:2]1[CH:7]=[CH:6][CH:5]=[CH:4][CH:3]=1.[CH2:25]([Mg]Cl)[CH:26]=[CH2:27].N#N>C(Cl)Cl>[CH2:1]([O:8][CH2:9][CH2:10][C@H:11]1[CH2:16][CH2:15][C@H:14]([CH:17]([NH:18][S@@:19]([C:21]([CH3:24])([CH3:23])[CH3:22])=[O:20])[CH2:27][CH:26]=[CH2:25])[CH2:13][CH2:12]1)[C:2]1[CH:7]=[CH:6][CH:5]=[CH:4][CH:3]=1. Procedure details: To a cooled (0° C.) solution of (R,E)-N-((trans-4-(2-(benzyloxy)ethyl)cyclohexyl)methylene)-2-methylpropane-2-sulfinamide in DCM (65 mL) was added allylmagnesium chloride (2M in THF, 5.87 mL, 11.74 mmol) dropwise under N2. The resulting mixture was stirred at 0° C. for 1 h and quenched by addition of saturated NH4Cl solution, separated. The aqueous phase was extracted with EtOAc and combined organic phase were washed with brine, dried over Na2SO4. Purification by flash column chromatography (elu... Reactants: ClC1=NS(C2=C(N1)C=C(S2)Cl)(=O)=O (3,6-dichloro-4H-thieno[3,2-e]-1,2,4-thiadiazine 1,1-dioxide), [C@H](C)(CC)N ((S)-(+)-sec-butylamine). Solvent: C(C)O (ethanol). The product is [C@H](C)(CC)NC1=NS(C2=C(N1)C=C(S2)Cl)(=O)=O ((S)-3-sec-Butylamino-6-chloro-4H-thieno[3,2-e]-1,2,4-thiadiazine 1,1-dioxide). Isolated yield 61.6%. As a reaction SMILES: Cl[C:2]1[NH:7][C:6]2[CH:8]=[C:9]([Cl:11])[S:10][C:5]=2[S:4](=[O:13])(=[O:12])[N:3]=1.[C@@H:14]([NH2:18])([CH2:16][CH3:17])[CH3:15]>C(O)C>[C@@H:14]([NH:18][C:2]1[NH:7][C:6]2[CH:8]=[C:9]([Cl:11])[S:10][C:5]=2[S:4](=[O:13])(=[O:12])[N:3]=1)([CH2:16][CH3:17])[CH3:15]. Procedure: A solution of 3,6-dichloro-4H-thieno[3,2-e]-1,2,4-thiadiazine 1,1-dioxide (257 mg, 1.0 mmol) and (S)-(+)-sec-butylamine (0.31 ml, 3.0 mmol) was stirred in 10 ml of abs ethanol for 4 days at 80° C. in a sealed flask. The cooled solution was concentrated in vacuo and the residue was stirred with water (10 ml) followed by adjustment to pH 2 with 4M hydrochloric acid. The initially formed gummy product was crystallized by stirring at 0° C. The precipitate was isolated by filtration, washed with wate... Starting materials: [Al+3], O=C1CCC(C(=O)O)(c2ccc(F)cc2)CC1, Cl, [H-], [H-], [H-], [H-], [Li+], C1CCOC1, O. The product is O=C1CCC(CO)(c2ccc(F)cc2)CC1. As a reaction SMILES: [Al+3:24].[C:1](=[O:2])([OH:3])[C:4]1([c:11]2[cH:12][cH:13][c:14]([F:17])[cH:15][cH:16]2)[CH2:5][CH2:6][C:7](=[O:10])[CH2:8][CH2:9]1.[ClH:29].[H-:23].[H-:26].[H-:27].[H-:28].[Li+:25].[O:18]1[CH2:19][CH2:20][CH2:21][CH2:22]1.[OH2:30]>>[CH2:1]([OH:2])[C:4]1([c:11]2[cH:12][cH:13][c:14]([F:17])[cH:15][cH:16]2)[CH2:5][CH2:6][C:7](=[O:10])[CH2:8][CH2:9]1.